describe an organic reaction: reactants, conditions, products, and yield From a dataset of the Open Reaction Database (ORD), a public repository of structured organic reaction records. Starting materials: O (Water), FC1(CC(C1)COC1=CC=C2CC3(C(C2=C1)=O)CCC(CC3)OC)F (6′-((3,3-Difluorocyclobutyl)methoxy)-4-methoxyspiro[cyclohexane-1,2′-inden]-1′(3′H)-one), FC1(CC(C1)COC1=CC=C2CC3(C(C2=C1)=O)CCC(CC3)OC)F (6′-((3,3-Difluorocyclobutyl)methoxy)-4-methoxyspiro[cyclohexane-1,2′-inden]-1′(3′H)-one), CC(C)(C)S(=O)N (2-methylpropane-2-sulfinamide). Reagents/catalysts: C(C)O[Ti](OCC)(OCC)OCC (Tetraethoxytitanium). Solvent: 2-Me THF, C(C)(=O)OCC (ethyl acetate). Run at temperature 80 celsius, time 1 hour. The product is FC1(CC(C1)COC=1C=C2C(C3(CC2=CC1)CCC(CC3)OC)=NS(=O)C(C)(C)C)F (N-(5′-((3,3-Difluorocyclobutyl)methoxy)-4-methoxyspiro[cyclohexane-1,2′-indene]-3′(1′H)-ylidene)-2-methylpropane-2-sulfinamide). Isolated yield 31.3%. Reaction SMILES: [F:1][C:2]1([F:25])[CH2:5][CH:4]([CH2:6][O:7][C:8]2[CH:16]=[C:15]3[C:11]([CH2:12][C:13]4([CH2:22][CH2:21][CH:20]([O:23][CH3:24])[CH2:19][CH2:18]4)[C:14]3=O)=[CH:10][CH:9]=2)[CH2:3]1.[CH3:26][C:27]([S:30]([NH2:32])=[O:31])([CH3:29])[CH3:28].O>C(OCC)(=O)C.C(O[Ti](OCC)(OCC)OCC)C>[F:25][C:2]1([F:1])[CH2:5][CH:4]([CH2:6][O:7][C:8]2[CH:16]=[C:15]3[C:11](=[CH:10][CH:9]=2)[CH2:12][C:13]2([CH2:18][CH2:19][CH:20]([O:23][CH3:24])[CH2:21][CH2:22]2)[C:14]3=[N:32][S:30]([C:27]([CH3:29])([CH3:28])[CH3:26])=[O:31])[CH2:3]1. Procedure: 6′-((3,3-Difluorocyclobutyl)methoxy)-4-methoxyspiro[cyclohexane-1,2′-inden]-1′(3′H)-one (Intermediate 14, 1.85 g, 5.28 mmol) and 2-methylpropane-2-sulfinamide (1.15 g, 9.50 mmol) were dissolved in 2-Me THF (40 mL). Tetraethoxytitanium (2.21 mL, 10.6 mmol) was added and the resulting mixture was heated to 80° C. over a weekend. The reaction mixture was cooled to r.t., and diluted with ethyl acetate (85 mL). Water (3 mL) was added under vigorous stirring and then the mixture was allowed to stand f...